This data is from the Open Reaction Database (ORD), a public repository of structured organic reaction records. The task is: describe an organic reaction: reactants, conditions, products, and yield Reactants: COC(=O)c1cccc(CCC#N)c1, CO, Cl, [Na+], [OH-]. Yields the product N#CCCc1cccc(C(=O)O)c1. RXN SMILES: [C:1](#[N:2])[CH2:3][CH2:4][c:5]1[cH:6][c:7]([C:8](=[O:9])[O:10][CH3:11])[cH:12][cH:13][cH:14]1.[CH3:18][OH:19].[ClH:17].[Na+:16].[OH-:15]>>[C:1](#[N:2])[CH2:3][CH2:4][c:5]1[cH:6][c:7]([C:8](=[O:9])[OH:10])[cH:12][cH:13][cH:14]1. The reactants are ClCCl, O=C1CSc2ccc(CO)nc2N1. The product is O=Cc1ccc2c(n1)NC(=O)CS2. As a reaction SMILES: [Cl:14][CH2:15][Cl:16].[OH:1][CH2:2][c:3]1[cH:4][cH:5][c:6]2[c:11]([n:12]1)[NH:10][C:9](=[O:13])[CH2:8][S:7]2>>[O:1]=[CH:2][c:3]1[cH:4][cH:5][c:6]2[c:11]([n:12]1)[NH:10][C:9](=[O:13])[CH2:8][S:7]2. Reactants: COc1ccc(C(=O)O)cc1, ClCCl, [Cl-], O=C(O)CN1CCNCC1, [c-]1ccc[n-]1. The product is Cl, COc1ccc(C(=O)N2CCN(CC(=O)O)CC2)cc1, [c-]1ccc[n-]1. RXN SMILES: [C:17]([c:18]1[cH:19][cH:20][c:21]([O:24][CH3:25])[cH:22][cH:23]1)(=[O:26])[OH:27].[CH2:28]([Cl:29])[Cl:30].[Cl-:16].[N:6]1([CH2:12][C:13](=[O:14])[OH:15])[CH2:7][CH2:8][NH:9][CH2:10][CH2:11]1.[n-:1]1[c-:2][cH:3][cH:4][cH:5]1>>[ClH:16].[N:6]1([CH2:12][C:13](=[O:14])[OH:15])[CH2:7][CH2:8][N:9]([C:17]([c:18]2[cH:19][cH:20][c:21]([O:24][CH3:25])[cH:22][cH:23]2)=[O:26])[CH2:10][CH2:11]1.[n-:1]1[c-:2][cH:3][cH:4][cH:5]1. Starting materials: CC=1N=C(SC1)S (4-methylthiazole-2-thiol), [H-].[Na+] (sodium hydride), C(C)(C)(C)OC(=O)N1CCC2=C(CC1)C(=C(C=C2)Cl)CCl (3-tert-butoxycarbonyl-7-chloro-6-chloromethyl-2,3,4,5-tetrahydro-1H-benzo[d]azepine). Run in CN(C)C=O (DMF), CN(C)C=O (DMF). Run at time 10 minute. The product is C(C)(C)(C)OC(=O)N1CCC2=C(CC1)C(=C(C=C2)Cl)CSC=2SC=C(N2)C (3-tert-butoxycarbonyl-7-chloro-6-(4-methyl-thiazol-2-ylthiomethyl)-2,3,4,5-tetrahydro-1H-benzo[d]azepine). Yield: 80.5%. RXN SMILES: [CH3:1][C:2]1[N:3]=[C:4]([SH:7])[S:5][CH:6]=1.[H-].[Na+].[C:10]([O:14][C:15]([N:17]1[CH2:23][CH2:22][C:21]2[C:24]([CH2:29]Cl)=[C:25]([Cl:28])[CH:26]=[CH:27][C:20]=2[CH2:19][CH2:18]1)=[O:16])([CH3:13])([CH3:12])[CH3:11]>CN(C=O)C>[C:10]([O:14][C:15]([N:17]1[CH2:23][CH2:22][C:21]2[C:24]([CH2:29][S:7][C:4]3[S:5][CH:6]=[C:2]([CH3:1])[N:3]=3)=[C:25]([Cl:28])[CH:26]=[CH:27][C:20]=2[CH2:19][CH2:18]1)=[O:16])([CH3:13])([CH3:12])[CH3:11] |f:1.2|. Procedure: To a solution of 4-methylthiazole-2-thiol (0.32 g, 2.5 mmol) in anhydrous DMF (8.4 mL) add sodium hydride (0.10 g, 2.6 mmol, 60% dispersion in mineral oil) in portions at room temperature. After stirring at room temperature for 10 min, add a solution of 3-tert-butoxycarbonyl-7-chloro-6-chloromethyl-2,3,4,5-tetrahydro-1H-benzo[d]azepine (0.74 g, 2.2 mmol) in anhydrous DMF (5.6 mL). Heat the reaction mixture at 45° C. for 2 h under nitrogen atmosphere, cool to room temperature and stir overnight. ... Starting materials: BrC=1C=CC(N(C1)CCO)=O (5-bromo-1-(2-hydroxyethyl)pyridin-2(1 H)-one), P(Br)(Br)Br (phosphorous tribromide). Run in C(Cl)Cl (CH2Cl2). Run at temperature 40 celsius. Yields the product BrC=1C=CC(N(C1)CCBr)=O (5-Bromo-1-(2-bromoethyl)pyridin-2(1 H)-one). Reaction SMILES: [Br:1][C:2]1[CH:3]=[CH:4][C:5](=[O:11])[N:6]([CH2:8][CH2:9]O)[CH:7]=1.P(Br)(Br)[Br:13]>C(Cl)Cl>[Br:1][C:2]1[CH:3]=[CH:4][C:5](=[O:11])[N:6]([CH2:8][CH2:9][Br:13])[CH:7]=1. Procedure: To a solution of 5-bromo-1-(2-hydroxyethyl)pyridin-2(1 H)-one (460 mg, 2110 μmol) in CH2Cl2 (5 mL) at 0° C. under nitrogen was added phosphorous tribromide (595 μL, 6329 μmol). A precipitate formed at 0° C. The reaction mixture was heated at 40° C. for 3 days. The mixture was partitioned between CH2Cl2 and 5% NaHCO3 (vigorous gas evolution). The aqueous was extracted with CH2Cl2 (2×10 mL). The combined organics were dried over MgSO4, and concentrated to a white solid. MS (ESI pos. ion) m/z (MH+)... As a reaction SMILES: [CH3:13][CH2:14][OH:15].[Cl:1][c:2]1[c:3]([C:4](=[O:5])[Cl:6])[cH:7][c:8]([F:12])[c:9]([Cl:11])[cH:10]1>>[Cl:1][c:2]1[c:3]([C:4](=[O:5])[O:15][CH2:14][CH3:13])[cH:7][c:8]([F:12])[c:9]([Cl:11])[cH:10]1. The product is CCOC(=O)c1cc(F)c(Cl)cc1Cl. Starting materials: CCO, O=C(Cl)c1cc(F)c(Cl)cc1Cl.